Dataset: the Open Reaction Database (ORD), a public repository of structured organic reaction records. Task: describe an organic reaction: reactants, conditions, products, and yield Run at time 30 minute. Reaction SMILES: [Br:1][CH2:2][C:3]1[CH:11]=[CH:10][C:6]([C:7](O)=[O:8])=[CH:5][CH:4]=1.S(Cl)([Cl:14])=O>>[Br:1][CH2:2][C:3]1[CH:11]=[CH:10][C:6]([C:7]([Cl:14])=[O:8])=[CH:5][CH:4]=1. Procedure: p-Bromomethyl benzoic acid (10.5 g., 0.05 moles) is charged to a round-bottom flask equipped with a magnetic stirrer. Thionyl chloride (50 ml.) is added thereto and the mixture heated under reflux with stirring. After approximately 10 minutes the solid material is dissolved. The heating under reflux is continued for an additional 30 minutes, the clear solution stoppered and cooled in a dry atmosphere. The excess thionyl chloride is removed using a rotary evaporator to yield p-bromomethyl benzoyl... Product: BrCC1=CC=C(C(=O)Cl)C=C1 (p-bromomethyl benzoyl chloride). Starting materials: BrCC1=CC=C(C(=O)O)C=C1 (p-Bromomethyl benzoic acid), S(=O)(Cl)Cl (Thionyl chloride). The reactants are O1CC(C2=C1C=CC=C2)=O (benzofuran-3-one), C(=O)(O)C=P(C1=CC=CC=C1)(C1=CC=CC=C1)C1=CC=CC=C1 ((carboxymethylene)triphenyl phosphorane), C1(=CC=CC=C1)C (toluene). The product is C(C)OC(CC1=COC2=C1C=CC=C2)=O (Benzofuran-3-yl-acetic acid ethyl ester). The yield is 58.0%. RXN SMILES: [O:1]1[C:5]2[CH:6]=[CH:7][CH:8]=[CH:9][C:4]=2[C:3](=O)[CH2:2]1.[C:11]([CH:14]=P(C1C=CC=CC=1)(C1C=CC=CC=1)C1C=CC=CC=1)([OH:13])=[O:12].[C:34]1(C)C=CC=C[CH:35]=1>>[CH2:34]([O:13][C:11](=[O:12])[CH2:14][C:3]1[C:4]2[CH:9]=[CH:8][CH:7]=[CH:6][C:5]=2[O:1][CH:2]=1)[CH3:35]. Procedure details: To a solution of benzofuran-3-one (1.00 g, 7.45 mmol) in toluene (25 mL) was added (carboxymethylene)triphenyl phosphorane (3.92 g, 11.2 mmol), and the mixture was refluxed for 24 h. The reaction mixture was cooled to room temperature and concentrated. The residue was purified by column chromatography (hexane, then ethyl acetate:hexane; 1:3) to give a product (0.89 g, 58%). The spectral data for this compound are identical to that reported in the literature. (Deshpande, A. R.; Paradkar, M. V. Sy... Reactants: C=1C=CC2=C(C1)CC(=O)C=3C=CC=CC3N2C(=O)N (oxcarbazepine), C(=O)O (formic acid), RuCl [(S,S)-Ts-DPEN](p-cymene), C(C)(=O)OCC (ethyl acetate), O (water), C(=O)O (formic acid). Run in CN(C=O)C (dimethylformamide). Run at time 29 hour. Yields the product CC(=O)O[C@H]1CC=2C=CC=CC2N(C3=C1C=CC=C3)C(=O)N (eslicarbazepine acetate). Reaction SMILES: [CH:1]1[CH:2]=[CH:3][C:4]2[N:16]([C:17]([NH2:19])=[O:18])[C:15]3[CH:14]=[CH:13][CH:12]=[CH:11][C:10]=3[C:8](=[O:9])[CH2:7][C:5]=2[CH:6]=1.[C:20](OCC)(=[O:22])[CH3:21].O.C(O)=O>CN(C)C=O>[CH3:21][C:20]([O:9][C@@H:8]1[C:10]2[CH:11]=[CH:12][CH:13]=[CH:14][C:15]=2[N:16]([C:17]([NH2:19])=[O:18])[C:4]2[CH:3]=[CH:2][CH:1]=[CH:6][C:5]=2[CH2:7]1)=[O:22]. Reported procedure: In a 250 ml flask with overhead stirrer, reflux condenser and under nitrogen were combined: 16 g oxcarbazepine (63 mmol, 1 mol eq), 120 ml of ethyl acetate, 35 g IRA-67 tertiary ion exchange resin (SigmaAldrich, cat 476633), 10 ml water and 4.4 g formic acid (96 mmol, 1.5 mol eq). 35 mg RuCl [(S,S)-Ts-DPEN](p-cymene) (SigmaAldrich #703915) was dissolved in 10 ml dimethylformamide and added to the reactor. The reaction was heated in an oil bath to reflux. After 29 hours, without any further formi... Starting materials: C(C1=CC=CC=C1)OC(=O)N1C[C@H]([C@@H](C1)C1(CC1)C(=O)OCC)O (1-benzyloxycarbonyl-3-(S)-hydroxy-4-(R)-(1-ethoxycarbonylcyclopropyl)pyrrolidine), [H-].[Na+] (sodium hydride), ice, O (water), S(=O)(=O)(OC)OC (dimethyl sulfate). Solvent: O1CCCC1 (tetrahydrofuran), O1CCCC1 (tetrahydrofuran). Reaction conditions: temperature 0 celsius, time 15 minute. Product: C(C1=CC=CC=C1)OC(=O)N1C[C@@H]([C@H](C1)OC)C1(CC1)C(=O)O (1-[1-Benzyloxycarbonyl-4-(R)-methoxy-3-(S)-pyrrolidinyl]cyclopropanecarboxylic acid). Reaction SMILES: [H-].[Na+].[CH2:3]([O:10][C:11]([N:13]1[CH2:17][C@@H:16]([C:18]2([C:21]([O:23]CC)=[O:22])[CH2:20][CH2:19]2)[C@H:15]([OH:26])[CH2:14]1)=[O:12])[C:4]1[CH:9]=[CH:8][CH:7]=[CH:6][CH:5]=1.S(OC)(O[CH3:31])(=O)=O.O>O1CCCC1>[CH2:3]([O:10][C:11]([N:13]1[CH2:14][C@H:15]([O:26][CH3:31])[C@@H:16]([C:18]2([C:21]([OH:23])=[O:22])[CH2:20][CH2:19]2)[CH2:17]1)=[O:12])[C:4]1[CH:9]=[CH:8][CH:7]=[CH:6][CH:5]=1 |f:0.1|. Procedure: Under a nitrogen atmosphere, 60% sodium hydride (0.149 g, 3.73 mmol) was suspended in anhydrous tetrahydrofuran (20 ml) to which, after cooling to 0° C., was subsequently added dropwise a dry tetrahydrofuran (20 ml) solution of 1-benzyloxycarbonyl-3-(S)-hydroxy-4-(R)-(1-ethoxycarbonylcyclopropyl)pyrrolidine (0.98 g, 2.92 mmol) over a period of 5 minutes. After 15 minutes of stirring in an ice bath, dimethyl sulfate (0.441 ml, 4.66 mmol) was added dropwise to the-reaction solution which was coole... The reactants are [BH4-].[Na+] (NaBH4), OC1=C(C=C(C(=O)OCC)C=C1)C(CCCCCCCCCCCCCCCCC)=O (Ethyl 4-hydroxy-3-(1-oxooctadecyl)benzoate), Cl (HCl). The solvent is C(C)O (ethanol). Product: OC1=C(C=C(C(=O)OCC)C=C1)C(CCCCCCCCCCCCCCCCC)O (Ethyl 4-hydroxy-3-(1-hydroxyoctadecyl)benzoate). As a reaction SMILES: [OH:1][C:2]1[CH:12]=[CH:11][C:5]([C:6]([O:8][CH2:9][CH3:10])=[O:7])=[CH:4][C:3]=1[C:13](=[O:31])[CH2:14][CH2:15][CH2:16][CH2:17][CH2:18][CH2:19][CH2:20][CH2:21][CH2:22][CH2:23][CH2:24][CH2:25][CH2:26][CH2:27][CH2:28][CH2:29][CH3:30].[BH4-].[Na+].Cl>C(O)C>[OH:1][C:2]1[CH:12]=[CH:11][C:5]([C:6]([O:8][CH2:9][CH3:10])=[O:7])=[CH:4][C:3]=1[CH:13]([OH:31])[CH2:14][CH2:15][CH2:16][CH2:17][CH2:18][CH2:19][CH2:20][CH2:21][CH2:22][CH2:23][CH2:24][CH2:25][CH2:26][CH2:27][CH2:28][CH2:29][CH3:30] |f:1.2|. Procedure: The title compound of Example 1 (1.0 g) was dissolved in 20 ml of absolute ethanol, and 0.1 g NaBH4 was added with stirring under N2 atmosphere. The reaction mixture was stirred for two hours, added to 1N HCl, and the mixture concentrated to dryness under reduced pressure to give a crystalline mass. This solid was extracted into ethyl acetate, and the extractants combined and washed with water, then dried over sodium sulfate. The solvent was removed under reduced pressure to give the title compo... The reactants are FC=1C=C(C(=O)O)C=CC1O (3-fluoro-4-hydroxybenzoic acid), FC1=CC=C(CBr)C=C1 (4-fluorobenzyl bromide), C([O-])([O-])=O.[K+].[K+] (potassium carbonate). The solvent is C1CCOC1.O (THF water). Reaction conditions: temperature 65 celsius. The product is FC1=CC=C(COC(C2=CC(=C(C=C2)OCC2=CC=C(C=C2)F)F)=O)C=C1 (3-Fluoro-4-(4-fluoro-benzyloxy)-benzoic acid 4-fluoro-benzyl ester). Yield: 75.2%. As a reaction SMILES: [F:1][C:2]1[CH:3]=[C:4]([CH:8]=[CH:9][C:10]=1[OH:11])[C:5]([OH:7])=[O:6].[F:12][C:13]1[CH:20]=[CH:19][C:16]([CH2:17]Br)=[CH:15][CH:14]=1.C(=O)([O-])[O-].[K+].[K+]>C1COCC1.O>[F:12][C:13]1[CH:20]=[CH:19][C:16]([CH2:17][O:6][C:5](=[O:7])[C:4]2[CH:8]=[CH:9][C:10]([O:11][CH2:17][C:16]3[CH:19]=[CH:20][C:13]([F:12])=[CH:14][CH:15]=3)=[C:2]([F:1])[CH:3]=2)=[CH:15][CH:14]=1 |f:2.3.4,5.6|. Procedure: A mixture of 3-fluoro-4-hydroxybenzoic acid (4.68 g, 30 mmol), 4-fluorobenzyl bromide (17.0 g, 90 mmol) and potassium carbonate (8.3 g, 60 mmol) in THF:water (1:1, 100 mL) was heated at 65° C. for 48 h. After cooling to room temperature the mixture was extracted with ethyl acetate (2×100 mL) and the combined extracts washed with brine (100 mL) and dried over sodium sulfate. Filtration and evaporation gave a residue which was crystallised from ether:heptane to afford the title compound (8.4 g, 75... Starting materials: ClCC(=O)N(C1=CC=C(C=C1)F)C(C)C (N-chloroacetyl-N-isopropyl-4-fluoroaniline), C([O-])([O-])=O.[Na+].[Na+] (sodium carbonate). Solvent: solvent. Conditions: temperature 100 celsius. The product is OCC(=O)N(C1=CC=C(C=C1)F)C(C)C (N-hydroxyacetyl-N-isopropyl-(4-fluoroaniline)). RXN SMILES: Cl[CH2:2][C:3]([N:5]([CH:13]([CH3:15])[CH3:14])[C:6]1[CH:11]=[CH:10][C:9]([F:12])=[CH:8][CH:7]=1)=[O:4].C(=O)([O-])[O-:17].[Na+].[Na+]>>[OH:17][CH2:2][C:3]([N:5]([CH:13]([CH3:15])[CH3:14])[C:6]1[CH:11]=[CH:10][C:9]([F:12])=[CH:8][CH:7]=1)=[O:4] |f:1.2.3|. Procedure: In a 500 ml flask, 23.0 g (0.1 mol) of N-chloroacetyl-N-isopropyl-4-fluoroaniline and 11.7 g (0.11 mol) of sodium carbonate in 340 ml of solvent or solvent mixture are heated with stirring to reflux temperature (100° C.). The reaction is monitored by gas chromatography (sampling after in each case 1 hour). The results are compiled in the table which follows.